This data is from the Open Reaction Database (ORD), a public repository of structured organic reaction records. The task is: describe an organic reaction: reactants, conditions, products, and yield Starting materials: ClCCl, [Na+], O=C([O-])O, CC(O)Cc1ccccc1. Product: CC(=O)Cc1ccccc1. Reaction SMILES: [Cl:16][CH2:17][Cl:18].[Na+:15].[O-:11][C:12]([OH:13])=[O:14].[c:1]1([CH2:7][CH:8]([CH3:9])[OH:10])[cH:2][cH:3][cH:4][cH:5][cH:6]1>>[c:1]1([CH2:7][C:8]([CH3:9])=[O:10])[cH:2][cH:3][cH:4][cH:5][cH:6]1. Starting materials: C(CCCCCCCCCCC)(=O)O (lauric acid), [OH-].[NH4+] (ammonium hydroxide), O.C(CCCCCCCCCCC)(=O)O (water lauric acid). The solvent is O (water), O (water). Product: C(CCCCCCCCCCC)(=O)[O-].[NH4+] (ammonium laurate). Reaction SMILES: [C:1]([OH:14])(=[O:13])[CH2:2][CH2:3][CH2:4][CH2:5][CH2:6][CH2:7][CH2:8][CH2:9][CH2:10][CH2:11][CH3:12].[OH-].[NH4+:16].O.C(O)(=O)CCCCCCCCCCC>O>[C:1]([O-:14])(=[O:13])[CH2:2][CH2:3][CH2:4][CH2:5][CH2:6][CH2:7][CH2:8][CH2:9][CH2:10][CH2:11][CH3:12].[NH4+:16] |f:1.2,3.4,6.7|. Procedure: A 7 wt.% ammonium laurate solution was prepared by mixing 0.7 weight part (0.476 mole) of lauric acid with 9.3 weight parts of demineralized water at 50° C. 0.304 Part of a 28 wt.% solution of ammonium hydroxide in water was added slowly with stirring to the water-lauric acid mixture. An ammonium laurate solution formed and was cooled to room temperature. The solution had a 9.8 pH and a 1.43 NH3 /lauric acid molar ratio. Procedure: Phenyl isocyanate (0.79 g) is added at a temperature in the region of 20° C. to a solution, maintained under an argon atmosphere, of (5RS, 6SR)-2[-4-(methylthio)phenyl]-6-phenyl-5,6-dihydro-4H-1,3-oxazin-5-ol (1.8 g) in 1,2-dichloroethane (25 cc). The solution obtained is heated to 80° C. for 4 hours and then concentrated to dryness under reduced pressure (2.7 kPa). After recrystallization in acetonitrile, (5RS, 6SR)-2-[4-(methylthio)phenyl]-6-phenyl-5-phenylcarbamoyloxy-5,6-dihydro-4H-1,3-oxazi... Run at temperature 80 celsius. Run in ClCCCl (1,2-dichloroethane). As a reaction SMILES: [C:1]1([N:7]=[C:8]=[O:9])[CH:6]=[CH:5][CH:4]=[CH:3][CH:2]=1.[CH3:10][S:11][C:12]1[CH:17]=[CH:16][C:15]([C:18]2[O:19][CH:20]([C:25]3[CH:30]=[CH:29][CH:28]=[CH:27][CH:26]=3)[CH:21]([OH:24])[CH2:22][N:23]=2)=[CH:14][CH:13]=1>ClCCCl>[CH3:10][S:11][C:12]1[CH:13]=[CH:14][C:15]([C:18]2[O:19][CH:20]([C:25]3[CH:26]=[CH:27][CH:28]=[CH:29][CH:30]=3)[CH:21]([O:24][C:8](=[O:9])[NH:7][C:1]3[CH:6]=[CH:5][CH:4]=[CH:3][CH:2]=3)[CH2:22][N:23]=2)=[CH:16][CH:17]=1. Reactants: C1(=CC=CC=C1)N=C=O (Phenyl isocyanate), CSC1=CC=C(C=C1)C=1OC(C(CN1)O)C1=CC=CC=C1 ((5RS, 6SR)-2[-4-(methylthio)phenyl]-6-phenyl-5,6-dihydro-4H-1,3-oxazin-5-ol). Yields the product CSC1=CC=C(C=C1)C=1OC(C(CN1)OC(NC1=CC=CC=C1)=O)C1=CC=CC=C1 ((5RS, 6SR)-2-[4-(methylthio)phenyl]-6-phenyl-5-phenylcarbamoyloxy-5,6-dihydro-4H-1,3-oxazine). The yield is 39.7%. The reactants are CC#N, COC(=O)c1ccc(C)c(-n2cnc(OCc3ccc(F)cc3F)cc2=O)c1, O=C1CCC(=O)N1I, O=C(O)C(Cl)Cl. The product is COC(=O)c1ccc(C)c(-n2cnc(OCc3ccc(F)cc3F)c(I)c2=O)c1. As a reaction SMILES: [CH3:43][C:44]#[N:45].[F:1][c:2]1[c:3]([CH2:4][O:5][c:6]2[n:7][cH:8][n:9](-[c:13]3[cH:14][c:15]([C:16](=[O:17])[O:18][CH3:19])[cH:20][cH:21][c:22]3[CH3:23])[c:10](=[O:12])[cH:11]2)[cH:24][cH:25][c:26]([F:28])[cH:27]1.[I:35][N:36]1[C:37](=[O:38])[CH2:39][CH2:40][C:41]1=[O:42].[OH:29][C:30]([CH:31]([Cl:32])[Cl:33])=[O:34]>>[F:1][c:2]1[c:3]([CH2:4][O:5][c:6]2[n:7][cH:8][n:9](-[c:13]3[cH:14][c:15]([C:16](=[O:17])[O:18][CH3:19])[cH:20][cH:21][c:22]3[CH3:23])[c:10](=[O:12])[c:11]2[I:35])[cH:24][cH:25][c:26]([F:28])[cH:27]1. Reactants: CC1([C@@H]([C@@H]1\C=C(/C(OCC)=O)\Br)C(=O)O)C ((1R,cis) 2,2-dimethyl-3(E)-[2-bromo-3-oxo-3-ethoxy-propenyl]-cyclopropane-1-carboxylic acid), C(#N)[C@H](C1=CC(=CC=C1)OC1=CC=CC=C1)O ((S)α-cyano-3-phenoxy-benzyl alcohol). Run in C(Cl)(Cl)Cl (chloroform). Product: CC1([C@@H]([C@@H]1\C=C(/C(OCC)=O)\Br)C(=O)O[C@@H](C1=CC(=CC=C1)OC1=CC=CC=C1)C#N)C ((S)α-cyano-3-phenoxy-benzyl (1R,cis) 2,2-dimethyl-3(E)-[2-bromo-3-oxo-3-ethoxy-propenyl]-cyclopropane-carboxylate). RXN SMILES: [CH3:1][C:2]1([CH3:16])[C@@H:4](/[CH:5]=[C:6](/[Br:12])\[C:7](=[O:11])[O:8][CH2:9][CH3:10])[C@H:3]1[C:13]([OH:15])=[O:14].[C:17]([C@@H:19](O)[C:20]1[CH:25]=[CH:24][CH:23]=[C:22]([O:26][C:27]2[CH:32]=[CH:31][CH:30]=[CH:29][CH:28]=2)[CH:21]=1)#[N:18]>C(Cl)(Cl)Cl>[CH3:16][C:2]1([CH3:1])[C@@H:4](/[CH:5]=[C:6](/[Br:12])\[C:7](=[O:11])[O:8][CH2:9][CH3:10])[C@H:3]1[C:13]([O:15][C@H:19]([C:17]#[N:18])[C:20]1[CH:25]=[CH:24][CH:23]=[C:22]([O:26][C:27]2[CH:28]=[CH:29][CH:30]=[CH:31][CH:32]=2)[CH:21]=1)=[O:14]. Reported procedure: Using the procedure of Example 1, the product of Step A and (S)α-cyano-3-phenoxy-benzyl alcohol were reacted to obtain (S)α-cyano-3-phenoxy-benzyl (1R,cis) 2,2-dimethyl-3(E)-[2-bromo-3-oxo-3-ethoxy-propenyl]-cyclopropane-carboxylate with a specific rotation of [α]D20 =-70.5°±2° (c=0.7% in chloroform). Starting materials: Cl (HCl), C1(=CC=CC=C1)C(CC1=CC=CC=C1)=O (1,2-diphenylethanone), C(C)OC=1C=C(C=O)C=C(C1O)[N+](=O)[O-] (3-ethoxy-4-hydroxy-5-nitrobenzaldehyde), NC(=O)N (urea). The solvent is CCO (EtOH), CCOC(=O)C (EtOAc), CO (MeOH). The product is C(C)OC=1C=C(C=C(C1O)[N+](=O)[O-])C1NC(NC(=C1C1=CC=CC=C1)C1=CC=CC=C1)=O (4-(3-ethoxy-4-hydroxy-5-nitrophenyl)-5,6-diphenyl-3,4-dihydropyrimidin-2(1H)-one). The yield is 48.3%. Reaction SMILES: [C:1]1([C:7](=O)[CH2:8][C:9]2[CH:14]=[CH:13][CH:12]=[CH:11][CH:10]=2)[CH:6]=[CH:5][CH:4]=[CH:3][CH:2]=1.[CH2:16]([O:18][C:19]1[CH:20]=[C:21]([CH:24]=[C:25]([N+:28]([O-:30])=[O:29])[C:26]=1[OH:27])[CH:22]=O)[CH3:17].[NH2:31][C:32]([NH2:34])=[O:33].Cl>CCO.CO.CCOC(C)=O>[CH2:16]([O:18][C:19]1[CH:20]=[C:21]([CH:22]2[C:8]([C:9]3[CH:14]=[CH:13][CH:12]=[CH:11][CH:10]=3)=[C:7]([C:1]3[CH:6]=[CH:5][CH:4]=[CH:3][CH:2]=3)[NH:34][C:32](=[O:33])[NH:31]2)[CH:24]=[C:25]([N+:28]([O-:30])=[O:29])[C:26]=1[OH:27])[CH3:17]. Reported procedure: To a mixture of compound 1,2-diphenylethanone (557 mg, 2.8 mmol), 3-ethoxy-4-hydroxy-5-nitrobenzaldehyde (500 mg, 2.4 mmol), and urea (427 mg, 7.1 mmol) in EtOH (50 mL) was added concentrated HCl (0.24 mL), and the reaction mixture was heated at reflux for three days. TLC (EtOAc:MeOH=10:1) showed that the starting materials were consumed. The reaction mixture was concentrated and purified by column chromatography (EtOAc:MeOH=30:1) to afford Compound 1 as a yellow solid (500 mg, yield: 49.0%). 1H... The reactants are CS(=O)(=O)C=1C=C(C=CC1)C1=CC=C(C=C1)N1C(=NC(=C1)C(=O)NN)C1=C(C=CC=C1)C(F)(F)F (1-(3′-(methylsulfonyl)biphenyl-4-yl)-2-(2-(trifluoromethyl)-phenyl)-1H-imidazole-4-carbohydrazide), C(C)(=O)OC(C)=O (acetic anhydride), [Na+].[Cl-] (NaCl), C(=O)([O-])[O-].[Na+].[Na+] (Na2CO3). Run in N1=CC=CC=C1 (pyridine). Run at temperature 120 celsius, time 1 hour. The product is CC=1OC(=NN1)C=1N=C(N(C1)C1=CC=C(C=C1)C1=CC(=CC=C1)S(=O)(=O)C)C1=C(C=CC=C1)C(F)(F)F (2-methyl-5-(1-(3′-(methylsulfonyl)biphenyl-4-yl)-2-(2-(trifluoromethyl)phenyl)-1H-imidazol-4-yl)-1,3,4-oxadiazole). The yield is 12.4%. As a reaction SMILES: [CH3:1][S:2]([C:5]1[CH:6]=[C:7]([C:11]2[CH:16]=[CH:15][C:14]([N:17]3[CH:21]=[C:20]([C:22]([NH:24][NH2:25])=[O:23])[N:19]=[C:18]3[C:26]3[CH:31]=[CH:30][CH:29]=[CH:28][C:27]=3[C:32]([F:35])([F:34])[F:33])=[CH:13][CH:12]=2)[CH:8]=[CH:9][CH:10]=1)(=[O:4])=[O:3].[C:36](OC(=O)C)(=O)[CH3:37].C([O-])([O-])=O.[Na+].[Na+].[Na+].[Cl-]>N1C=CC=CC=1>[CH3:36][C:37]1[O:23][C:22]([C:20]2[N:19]=[C:18]([C:26]3[CH:31]=[CH:30][CH:29]=[CH:28][C:27]=3[C:32]([F:35])([F:33])[F:34])[N:17]([C:14]3[CH:15]=[CH:16][C:11]([C:7]4[CH:8]=[CH:9][CH:10]=[C:5]([S:2]([CH3:1])(=[O:3])=[O:4])[CH:6]=4)=[CH:12][CH:13]=3)[CH:21]=2)=[N:24][N:25]=1 |f:2.3.4,5.6|. Reported procedure: To a 0° C. solution of 1-(3′-(methylsulfonyl)biphenyl-4-yl)-2-(2-(trifluoromethyl)-phenyl)-1H-imidazole-4-carbohydrazide (192 mg, 0.383 mmol) in 1 mL pyridine was added acetic anhydride (0.085 mL, 0.767 mmol). The ice bath was removed and the reaction stirred for 1 h. The solvent was removed in vacuo and approximately 3 mL of PPA was added to the flask. The reaction was heated to 120° C. for 2 h. Upon completion of the reaction 10 mL ice water was added to the reaction. The mixture was transferr... Reactants: N1=CN=CC(=C1)C1=C2CC(NC2=CC=C1)=O (4-Pyrimidin-5-yl-1,3-dihydroindol-2-one), C(C)OC(=O)C1=C(NC(=C1CCCN1CCN(CC1)C)C=O)C (5-formyl-2-methyl-4-[3-(4-methylpiperazin-1-yl)-propyl]-1H-pyrrole-3-carboxylic acid ethyl ester). Yields the product C(C)OC(=O)C1=C(NC(=C1CCCN1CCN(CC1)C)C=C1C(NC2=CC=CC(=C12)C=1C=NC=NC1)=O)C (2-Methyl-4-[3-(4-methylpiperazin-1-yl)propyl]-5-(2-oxo-4-pyrimidin-5-yl-1,2-dihydroindol-3-ylidenemethyl)-1H-pyrrole-3-carboxylic Acid Ethyl Ester). Reaction SMILES: [N:1]1[CH:6]=[C:5]([C:7]2[CH:15]=[CH:14][CH:13]=[C:12]3[C:8]=2[CH2:9][C:10](=[O:16])[NH:11]3)[CH:4]=[N:3][CH:2]=1.[CH2:17]([O:19][C:20]([C:22]1[C:26]([CH2:27][CH2:28][CH2:29][N:30]2[CH2:35][CH2:34][N:33]([CH3:36])[CH2:32][CH2:31]2)=[C:25]([CH:37]=O)[NH:24][C:23]=1[CH3:39])=[O:21])[CH3:18]>>[CH2:17]([O:19][C:20]([C:22]1[C:26]([CH2:27][CH2:28][CH2:29][N:30]2[CH2:35][CH2:34][N:33]([CH3:36])[CH2:32][CH2:31]2)=[C:25]([CH:37]=[C:9]2[C:8]3[C:12](=[CH:13][CH:14]=[CH:15][C:7]=3[C:5]3[CH:6]=[N:1][CH:2]=[N:3][CH:4]=3)[NH:11][C:10]2=[O:16])[NH:24][C:23]=1[CH3:39])=[O:21])[CH3:18]. Procedure details: 4-Pyrimidin-5-yl-1,3-dihydroindol-2-one (53 mg, 0.25 mmol) was condensed with 5-formyl-2-methyl-4-[3-(4-methylpiperazin-1-yl)-propyl]-1H-pyrrole-3-carboxylic acid ethyl ester (88 mg, 0.275 mmol) to give the title compound.